The task is: describe an organic reaction: reactants, conditions, products, and yield. This data is from the Open Reaction Database (ORD), a public repository of structured organic reaction records. The reactants are [H][H] (hydrogen), C(#N)CC(C)P(OCC(C)C)(=O)C (isobutyl P-(3-cyanoprop-2-yl)-P-methyl-phosphinate), solution, N (ammonia). The reagents and catalysts are [Ni] (Raney nickel). The solvent is C(C)O (ethanol), C(C)O (ethanol). Yields the product NCCC(C)P(OCC(C)C)(=O)C (isobutyl P-(4-aminobut-2-yl)-P-methyl-phosphinate). Reaction SMILES: [C:1]([CH2:3][CH:4]([P:6]([CH3:13])(=[O:12])[O:7][CH2:8][CH:9]([CH3:11])[CH3:10])[CH3:5])#[N:2].N.[H][H]>C(O)C.[Ni]>[NH2:2][CH2:1][CH2:3][CH:4]([P:6]([CH3:13])(=[O:12])[O:7][CH2:8][CH:9]([CH3:10])[CH3:11])[CH3:5]. Procedure: A solution of 29.8 g of isobutyl P-(3-cyanoprop-2-yl)-P-methyl-phosphinate in 200 ml of ethanol is added to 310.0 g of an 8% solution of ammonia in ethanol. To this are added 20 ml of Raney nickel slurry, and the resulting mixture is hydrogenated at 1 bar until hydrogen uptake ceases. The mixture is then filtered and the filtrate is concentrated under reduced pressure. The crude product is distilled under reduced pressure to give isobutyl P-(4-aminobut-2-yl)-P-methyl-phosphinate, b.p. 100°/0.1 m... The reactants are CC(C)=O, COCCc1ccsc1S(=O)(=O)Cl, [NH4+], [OH-]. The product is COCCc1ccsc1S(N)(=O)=O. RXN SMILES: [CH3:16][C:17](=[O:18])[CH3:19].[CH3:1][O:2][CH2:3][CH2:4][c:5]1[c:6]([S:10](=[O:11])(=[O:12])[Cl:13])[s:7][cH:8][cH:9]1.[NH4+:14].[OH-:15]>>[CH3:1][O:2][CH2:3][CH2:4][c:5]1[c:6]([S:10](=[O:11])(=[O:12])[NH2:14])[s:7][cH:8][cH:9]1. Solvent: CO (methanol). As a reaction SMILES: [NH2:1][C:2]1[C:6]([NH:7][CH2:8][CH2:9][S:10][CH2:11][C:12]2[CH:16]=[C:15]([CH2:17][N:18]3[CH2:23][CH2:22][CH2:21][CH2:20][CH2:19]3)[S:14][CH:13]=2)=[N:5]S(=O)[N:3]=1.[ClH:25]>CO>[ClH:25].[ClH:25].[ClH:25].[N:18]1([CH2:17][C:15]2[S:14][CH:13]=[C:12]([CH2:11][S:10][CH2:9][CH2:8][NH:7][C:6](=[NH:5])[C:2](=[NH:1])[NH2:3])[CH:16]=2)[CH2:23][CH2:22][CH2:21][CH2:20][CH2:19]1 |f:3.4.5.6|. The product is Cl.Cl.Cl.N1(CCCCC1)CC1=CC(=CS1)CSCCNC(C(N)=N)=N (N-{2-[(5-piperidinomethyl-3-thienyl)methylthio]ethyl}ethanediimidamide trihydrochloride). Conditions: time 3 hour. Yield: 83.0%. The reactants are NC1=NS(N=C1NCCSCC1=CSC(=C1)CN1CCCCC1)=O (3-amino-4-{2-[(5-piperidinomethyl-3-thienyl)methylthio]ethylamino}-1,2,5-thiadiazole 1-oxide), Cl (HCl). Reported procedure: A suspension of 3-amino-4-{2-[(5-piperidinomethyl-3-thienyl)methylthio]ethylamino}-1,2,5-thiadiazole 1-oxide (6.1 g; 15.8 mmoles) [prepared according to published United Kingdom Patent Application No. 2,067,987] in 80 ml of methanol was treated with 10.5 ml of concentrated HCl. After stirring at ambient temperature for 3 hours, the solution was concentrated and the residue triturated with 50 ml of 1-propanol, filtered and dried to give 5.86 g (83%) of product. A sample was recrystallized from me... The reactants are CC(=O)OC(C)=O, CO, c1ccncc1, O=c1cc[nH][nH]1. Yields the product CC(=O)n1ccc(=O)[nH]1. Reaction SMILES: [CH3:13][C:14](=[O:15])[O:16][C:17](=[O:18])[CH3:19].[CH3:20][OH:21].[cH:7]1[cH:8][cH:9][n:10][cH:11][cH:12]1.[nH:1]1[nH:2][c:3](=[O:6])[cH:4][cH:5]1>>[n:1]1([C:14]([CH3:13])=[O:15])[nH:2][c:3](=[O:6])[cH:4][cH:5]1.